Task: describe an organic reaction: reactants, conditions, products, and yield. Dataset: the Open Reaction Database (ORD), a public repository of structured organic reaction records Starting materials: ClC=1C(C2=CC=CC=C2C(C1)=O)=O (2-chloro-1,4-naphthoquinone), [O-]CC.[Na+] (sodium ethoxide). The solvent is O1CCCC1 (tetrahydrofuran), O1CCCC1 (tetrahydrofuran). Reaction conditions: time 8 hour. Yields the product COC=1C(C2=CC=CC=C2C(C1)=O)=O (2-methoxy-1,4-naphthoquinone). As a reaction SMILES: Cl[C:2]1[C:3](=[O:13])[C:4]2[C:9]([C:10](=[O:12])[CH:11]=1)=[CH:8][CH:7]=[CH:6][CH:5]=2.[O-:14][CH2:15]C.[Na+]>O1CCCC1>[CH3:15][O:14][C:2]1[C:3](=[O:13])[C:4]2[C:9]([C:10](=[O:12])[CH:11]=1)=[CH:8][CH:7]=[CH:6][CH:5]=2 |f:1.2|. Procedure details: A solution of 2-chloro-1,4-naphthoquinone (10.3 g) in tetrahydrofuran (100 mL) was treated with a suspension of sodium ethoxide (3.20 g) in tetrahydrofuran (25 mL) at room temperature. After stirring overnight, the mixture was evaporated, and the residue was taken up in ether. The organic layer was washed with brine, dried, filtered and evaporated. Chromatography over silica gel gave 2-methoxy-1,4-naphthoquinone, m.p. 182°-183° C. Reactants: Cc1ccc(S(=O)(=O)n2c(C)c(CO)c3ccccc32)cc1, ClC(Cl)Cl, O=S(Cl)Cl. The product is Cc1ccc(S(=O)(=O)n2c(C)c(CCl)c3ccccc32)cc1. As a reaction SMILES: [CH3:1][c:2]1[n:3]([S:13](=[O:14])(=[O:15])[c:16]2[cH:17][cH:18][c:19]([CH3:20])[cH:21][cH:22]2)[c:4]2[cH:5][cH:6][cH:7][cH:8][c:9]2[c:10]1[CH2:11][OH:12].[CH:27]([Cl:28])([Cl:29])[Cl:30].[S:23]([Cl:24])([Cl:25])=[O:26]>>[CH3:1][c:2]1[n:3]([S:13](=[O:14])(=[O:15])[c:16]2[cH:17][cH:18][c:19]([CH3:20])[cH:21][cH:22]2)[c:4]2[cH:5][cH:6][cH:7][cH:8][c:9]2[c:10]1[CH2:11][Cl:25]. The reactants are CI (methyl iodide), N1CCCC2=CC(=CC=C12)OC(NCCCCCC)=O (hexyl-carbamic acid-1, 2, 3, 4-tetrahydro-quinolin-6-yl ester), [H-].[Na+] (sodium hydride). Solvent: O1CCCC1 (tetrahydrofuran), O1CCCC1 (tetrahydrofuran). Reaction conditions: time 20 minute. The product is CN1CCCC2=CC(=CC=C12)OC(NCCCCCC)=O (Hexyl-carbamic acid 1-methyl-1, 2, 3, 4-tetrahydro-quinolin-6-yl ester). RXN SMILES: [NH:1]1[C:10]2[C:5](=[CH:6][C:7]([O:11][C:12](=[O:20])[NH:13][CH2:14][CH2:15][CH2:16][CH2:17][CH2:18][CH3:19])=[CH:8][CH:9]=2)[CH2:4][CH2:3][CH2:2]1.[H-].[Na+].[CH3:23]I>O1CCCC1>[CH3:23][N:1]1[C:10]2[C:5](=[CH:6][C:7]([O:11][C:12](=[O:20])[NH:13][CH2:14][CH2:15][CH2:16][CH2:17][CH2:18][CH3:19])=[CH:8][CH:9]=2)[CH2:4][CH2:3][CH2:2]1 |f:1.2|. Procedure: A solution of hexyl-carbamic acid-1, 2, 3, 4-tetrahydro-quinolin-6-yl ester (0.276 g., 1 mmol) in dry tetrahydrofuran (5 ml) was added to a stirred suspension of sodium hydride (0.024 g., 1 mmol) in dry tetrahydrofuran (5 ml) at −10° C. during 5 min. The reaction mixture was stirred for 20 min. Then methyl iodide (0.224 ml, 3.6 mmol) was added to the stirring reaction mixture. Stirring was continued for additional 1.25 hours during which the temperature was allowed to rise to room temperature (3... Starting materials: C1CCOC1, CCc1cc(C(=O)NCc2cccc3[nH]ncc23)sc1C(=O)NC(CNC(=O)c1cccs1)C(=O)OC, Cl, [Li+], [OH-], O, O. The product is CCc1cc(C(=O)NCc2cccc3[nH]ncc23)sc1C(=O)NC(CNC(=O)c1cccs1)C(=O)O. RXN SMILES: [CH2:42]1[O:43][CH2:44][CH2:45][CH2:46]1.[CH3:1][O:2][C:3]([CH:4]([CH2:5][NH:6][C:7](=[O:8])[c:9]1[s:10][cH:11][cH:12][cH:13]1)[NH:14][C:15](=[O:16])[c:17]1[s:18][c:19]([C:24]([NH:25][CH2:26][c:27]2[c:28]3[cH:29][n:30][nH:31][c:32]3[cH:33][cH:34][cH:35]2)=[O:36])[cH:20][c:21]1[CH2:22][CH3:23])=[O:37].[ClH:41].[Li+:40].[OH-:39].[OH2:38].[OH2:47]>>[O:2]=[C:3]([CH:4]([CH2:5][NH:6][C:7](=[O:8])[c:9]1[s:10][cH:11][cH:12][cH:13]1)[NH:14][C:15](=[O:16])[c:17]1[s:18][c:19]([C:24]([NH:25][CH2:26][c:27]2[c:28]3[cH:29][n:30][nH:31][c:32]3[cH:33][cH:34][cH:35]2)=[O:36])[cH:20][c:21]1[CH2:22][CH3:23])[OH:37].